From a dataset of the Open Reaction Database (ORD), a public repository of structured organic reaction records. describe an organic reaction: reactants, conditions, products, and yield The reactants are O(C1=CC=CC=C1)CC(=O)O (2-phenoxyacetic acid), N[C@](CC(=O)C1=CC=C(C=C1)C)(C(F)(F)F)C1=CC=C(C=C1)OCCCC(F)(F)F ((S)-3-Amino-4,4,4-trifluoro-1-p-tolyl-3-(4-(4,4,4-trifluorobutoxy)phenyl)-butan-1-one), 2, C1(=CC=CC=C1)P(C1=CC=CC=C1)C1=CC=CC=C1 (triphenylphosphine), ClC(C#N)(Cl)Cl (trichloroacetonitrile), N1=CC=CC=C1 (pyridine). The solvent is C(Cl)Cl (DCM), C(Cl)Cl (DCM). Conditions: time 2.5 hour. The product is O(C1=CC=CC=C1)CC(=O)N[C@@](C(F)(F)F)(CC(C1=CC=C(C=C1)C)=O)C1=CC=C(C=C1)OCCCC(F)(F)F ((S)-2-Phenoxy-N-(1,1,1-trifluoro-4-oxo-4-p-tolyl-2-(4-(4,4,4-trifluorobutoxy)phenyl)butan-2-yl)acetamide). Isolated yield 69.0%. As a reaction SMILES: C1(P(C2C=CC=CC=2)C2C=CC=CC=2)C=CC=CC=1.[O:20]([CH2:27][C:28]([OH:30])=O)[C:21]1[CH:26]=[CH:25][CH:24]=[CH:23][CH:22]=1.ClC(Cl)(Cl)C#N.[NH2:37][C@@:38]([C:53]1[CH:58]=[CH:57][C:56]([O:59][CH2:60][CH2:61][CH2:62][C:63]([F:66])([F:65])[F:64])=[CH:55][CH:54]=1)([C:49]([F:52])([F:51])[F:50])[CH2:39][C:40]([C:42]1[CH:47]=[CH:46][C:45]([CH3:48])=[CH:44][CH:43]=1)=[O:41].N1C=CC=CC=1>C(Cl)Cl>[O:20]([CH2:27][C:28]([NH:37][C@:38]([C:53]1[CH:58]=[CH:57][C:56]([O:59][CH2:60][CH2:61][CH2:62][C:63]([F:64])([F:65])[F:66])=[CH:55][CH:54]=1)([CH2:39][C:40](=[O:41])[C:42]1[CH:43]=[CH:44][C:45]([CH3:48])=[CH:46][CH:47]=1)[C:49]([F:52])([F:51])[F:50])=[O:30])[C:21]1[CH:22]=[CH:23][CH:24]=[CH:25][CH:26]=1. Procedure: To a mixture of triphenylphosphine (138 mg, 0.318 mmol) in dry DCM (0.8 mL) was added 2-phenoxyacetic acid (26 mg, 0.173 mmol), followed by trichloroacetonitrile (30 mg, 0.208 mmol). The mixture was stirred at rt for 2.5 h. To the mixture was added a solution of Intermediate 2F, isomer 2 (30 mg, 0.069 mmol) in dry DCM (0.5 mL) followed by pyridine (17 μL, 0.208 mmol). The reaction was stirred at rt overnight. The mixture was concentrated and purified by preparative HPLC (MeOH/H2O/TFA) to yield t... Reactants: FC(OC1=CC=C(C=C1)N=C=O)(F)F (4-(Trifluoromethoxy)phenylisocyanate), NC1CCN(CC1)C(C(CC)C)=O (1-(4-aminopiperidin-1-yl)-2-methylbutan-1-one). The solvent is C(Cl)Cl (CH2Cl2). Run at time 12 hour. Product: CC(C(=O)N1CCC(CC1)NC(=O)NC1=CC=C(C=C1)OC(F)(F)F)CC (1-(1-(2-methylbutanoyl)piperidin-4-yl)-3-(4-(trifluoromethoxy)phenyl)urea). Yield: 895.9%. Reaction SMILES: [F:1][C:2]([F:14])([F:13])[O:3][C:4]1[CH:9]=[CH:8][C:7]([N:10]=[C:11]=[O:12])=[CH:6][CH:5]=1.[NH2:15][CH:16]1[CH2:21][CH2:20][N:19]([C:22](=[O:27])[CH:23]([CH3:26])[CH2:24][CH3:25])[CH2:18][CH2:17]1>C(Cl)Cl>[CH3:26][CH:23]([CH2:24][CH3:25])[C:22]([N:19]1[CH2:18][CH2:17][CH:16]([NH:15][C:11]([NH:10][C:7]2[CH:6]=[CH:5][C:4]([O:3][C:2]([F:13])([F:14])[F:1])=[CH:9][CH:8]=2)=[O:12])[CH2:21][CH2:20]1)=[O:27]. Reported procedure: 4-(Trifluoromethoxy)phenylisocyanate (100 mg, 0.49 mmol) and 1-(4-aminopiperidin-1-yl)-2-methylbutan-1-one (90 mg, 0.49 mmol) was dissolved in CH2Cl2 (100 mL) and stirred for 12 h. The reaction was quenched by addition of water. The organic layer was isolated and the aqueous layer was extracted with EtOAc for 4 times. The combined organic layer was concentrated under vacuo and was further purified by flash chromatography (EtOAc:Hex/1:1) yielding final product (168 mg, 4.39 mmol, 89%). H-NMR (DMS...